This data is from the Open Reaction Database (ORD), a public repository of structured organic reaction records. The task is: describe an organic reaction: reactants, conditions, products, and yield Yields the product NSc1nc2ccccc2s1. As a reaction SMILES: [Cl:12][O-:13].[NH3:11].[Na+:14].[OH2:15].[SH:1][c:2]1[s:3][c:4]2[c:5]([n:6]1)[cH:7][cH:8][cH:9][cH:10]2>>[S:1]([c:2]1[s:3][c:4]2[c:5]([n:6]1)[cH:7][cH:8][cH:9][cH:10]2)[NH2:11]. The reactants are [O-]Cl, N, [Na+], O, Sc1nc2ccccc2s1. Reactants: O1C(NCC1)=O (2-oxazolidinone), CN(C)C=O (DMF), [H-].[Na+] (NaH), BrCC1=CC=2N=C(N=C(C2S1)N1CCOCC1)Cl (6-(Bromomethyl)-2-chloro-4-morpholinothieno[3,2-d]pyrimidine), CN(C)C=O (DMF). Reaction conditions: time 15 minute. The product is N1N=CC2=C(C=CC=C12)C=1N=C(C2=C(N1)C=C(S2)CN2C(OCC2)=O)N2CCOCC2 (3-((2-(1H-indazol-4-yl)-4-morpholinothieno[3,2-d]pyrimidin-6-yl)methyl)oxazolidin-2-one). Reaction SMILES: [O:1]1[CH2:5][CH2:4][NH:3][C:2]1=[O:6].[H-].[Na+].Br[CH2:10][C:11]1[S:19][C:18]2[C:17]([N:20]3[CH2:25][CH2:24][O:23][CH2:22][CH2:21]3)=[N:16][C:15](Cl)=[N:14][C:13]=2[CH:12]=1.C[N:28]([CH:30]=O)C>>[NH:28]1[C:30]2[C:18](=[C:13]([C:15]3[N:16]=[C:17]([N:20]4[CH2:25][CH2:24][O:23][CH2:22][CH2:21]4)[C:18]4[S:19][C:11]([CH2:10][N:3]5[CH2:4][CH2:5][O:1][C:2]5=[O:6])=[CH:12][C:13]=4[N:14]=3)[CH:12]=[CH:11][CH:10]=2)[CH:17]=[N:16]1 |f:1.2|. Procedure details: To a solution of 2-oxazolidinone (50 mg, 0.6 mmol) in DMF (2 mL) at 0° C. NaH (60% in mineral oil; 0.7 mmol) was added. After 15 minutes, 6-(bromomethyl)-2-chloro-4-morpholinothieno[3,2-d]pyrimidine 30 from Example 9 (200 mg, 0.6 mmol) in DMF (0.5 mL) was added and the reaction stirred 15 min. The reaction was quenched by the addition of saturated aqueous ammonium chloride. The aqueous layer was extracted with EtOAc. The combined organics were dried over Na2SO4, filtered, and concentrated in vac... Starting materials: C(C)(=O)C1=CC=C(S1)C(=O)NC1=CC(=C(C=C1)Cl)I (5-Acetyl-N-(4-chloro-3-iodophenyl)thiophene-2-carboxamide), [Br-].N1=C(C=CC=C1)[Zn+] (2-pyridylzincbromide). Product: C(C)(=O)C1=CC=C(S1)C(=O)NC1=CC(=C(C=C1)Cl)C1=NC=CC=C1 (5-acetyl-N-(4-chloro-3-(pyridin-2-yl)phenyl)thiophene-2-carboxamide). As a reaction SMILES: [C:1]([C:4]1[S:8][C:7]([C:9]([NH:11][C:12]2[CH:17]=[CH:16][C:15]([Cl:18])=[C:14](I)[CH:13]=2)=[O:10])=[CH:6][CH:5]=1)(=[O:3])[CH3:2].[Br-].[N:21]1[CH:26]=[CH:25][CH:24]=[CH:23][C:22]=1[Zn+]>>[C:1]([C:4]1[S:8][C:7]([C:9]([NH:11][C:12]2[CH:17]=[CH:16][C:15]([Cl:18])=[C:14]([C:22]3[CH:23]=[CH:24][CH:25]=[CH:26][N:21]=3)[CH:13]=2)=[O:10])=[CH:6][CH:5]=1)(=[O:3])[CH3:2] |f:1.2|. Procedure: 5-Acetyl-N-(4-chloro-3-iodophenyl)thiophene-2-carboxamide (202 mg, 0.5 mmol) was used in Procedure B with 2-pyridylzincbromide (2.5 mL, 1.25 mmol, 0.5 M in THF). Purified by silica gel chromatography (10-100% ethyl acetate/hexanes) to yield 5-acetyl-N-(4-chloro-3-(pyridin-2-yl)phenyl)thiophene-2-carboxamide as a yellow solid: TLC Rf=0.19 (50% ethyl acetate/hexanes); 1H NMR (CDCl3, 400 MHz) δ 8.96 (bs, 1H), 8.67 (d, 1H), 7.79 (dt, 1H), 7.68 (m, 3H), 7.61 (d, 1H), 7.58 (d, 1H), 7.37 (d, 1H), 7.32 ... The reactants are O=C([O-])[O-], ClCCN1CCCCC1, Cl, [K+], [K+], CN(C)C=O, Cc1cccc2nc(SCc3ccc(C(=O)c4ccc(O)cc4)cc3)n(C)c(=O)c12. The product is Cl, Cc1cccc2nc(SCc3ccc(C(=O)c4ccc(OCCN5CCCCC5)cc4)cc3)n(C)c(=O)c12. As a reaction SMILES: [C:41](=[O:42])([O-:43])[O-:44].[Cl:32][CH2:33][CH2:34][N:35]1[CH2:36][CH2:37][CH2:38][CH2:39][CH2:40]1.[ClH:31].[K+:45].[K+:46].[O:47]=[CH:48][N:49]([CH3:50])[CH3:51].[OH:1][c:2]1[cH:3][cH:4][c:5]([C:6](=[O:7])[c:8]2[cH:9][cH:10][c:11]([CH2:12][S:13][c:14]3[n:15][c:16]4[cH:17][cH:18][cH:19][c:20]([CH3:26])[c:21]4[c:22](=[O:25])[n:23]3[CH3:24])[cH:27][cH:28]2)[cH:29][cH:30]1>>[ClH:32].[O:1]([c:2]1[cH:3][cH:4][c:5]([C:6](=[O:7])[c:8]2[cH:9][cH:10][c:11]([CH2:12][S:13][c:14]3[n:15][c:16]4[cH:17][cH:18][cH:19][c:20]([CH3:26])[c:21]4[c:22](=[O:25])[n:23]3[CH3:24])[cH:27][cH:28]2)[cH:29][cH:30]1)[CH2:33][CH2:34][N:35]1[CH2:36][CH2:37][CH2:38][CH2:39][CH2:40]1. Reactants: N[C@]1(C(N(CC1)C)=O)CC#CC1=NC(=CC(=N1)C1=C(C=CC(=C1)OCC)F)C ((3R)-3-amino-3-[3-[4-(5-ethoxy-2-fluoro-phenyl)-6-methyl-pyrimidin-2-yl]prop-2-ynyl]-1-methyl-pyrrolidin-2-one). The reagents and catalysts are FC(S(=O)(=O)[O-])(F)F.[Ag+] (Silver trifluoromethanesulphonate), C(F)(F)(F)S(=O)(=O)[O-].[Ag+] (AgOTf). Solvent: mixture, CCOC(=O)C (EtOAc), CC#N (MeCN). Run at temperature 40 celsius, time 66 hour. Yields the product C(C)OC=1C=CC(=C(C1)C1=NC(=NC(=C1)C)C1=N[C@@]2(CC1)C(N(CC2)C)=O)F ((5R)-2-[4-(5-ethoxy-2-fluoro-phenyl)-6-methyl-pyrimidin-2-yl]-7-methyl-1,7-diazaspiro[4.4]non-1-en-6-one). Isolated yield 74.9%. As a reaction SMILES: [NH2:1][C@:2]1([CH2:9][C:10]#[C:11][C:12]2[N:17]=[C:16]([C:18]3[CH:23]=[C:22]([O:24][CH2:25][CH3:26])[CH:21]=[CH:20][C:19]=3[F:27])[CH:15]=[C:14]([CH3:28])[N:13]=2)[CH2:6][CH2:5][N:4]([CH3:7])[C:3]1=[O:8]>CC#N.CCOC(C)=O.FC(F)(F)S([O-])(=O)=O.[Ag+]>[CH2:25]([O:24][C:22]1[CH:21]=[CH:20][C:19]([F:27])=[C:18]([C:16]2[CH:15]=[C:14]([CH3:28])[N:13]=[C:12]([C:11]3[CH2:10][CH2:9][C@:2]4([CH2:6][CH2:5][N:4]([CH3:7])[C:3]4=[O:8])[N:1]=3)[N:17]=2)[CH:23]=1)[CH3:26] |f:3.4|. Reported procedure: Silver trifluoromethanesulphonate (60.06 mg, 0.23 mmol) was added to a solution of (3R)-3-amino-3-[3-[4-(5-ethoxy-2-fluoro-phenyl)-6-methyl-pyrimidin-2-yl]prop-2-ynyl]-1-methyl-pyrrolidin-2-one (which may be prepared as described in Description 19) (447 mg, 1.17 mmol) in MeCN (20 mL) at 20° C. and the reaction was stirred for 66 hrs. An additional 10 mol % AgOTf was added, stirring was continued for an additional 3 days then the mixture was heated to 40° C. until no starting material remained. T... Starting materials: BrC=1C=C(C=CC1C#N)N[C@H]1[C@H](CCCC1)NC(OC(C)(C)C)=O (tert-butyl (1S,2R)-2-(3-bromo-4-cyanophenylamino)cyclohexylcarbamate), Cl.Cl.CN1N=CC(=C1)N (1-methyl-1H-pyrazol-4-amine dihydrochloride), O.O.O.[O-]C1=CC=CC=C1.[Na+] (sodium phenoxide trihydrate), CC1(C2=C(C(=CC=C2)P(C3=CC=CC=C3)C4=CC=CC=C4)OC5=C(C=CC=C51)P(C6=CC=CC=C6)C7=CC=CC=C7)C (xantphos). The reagents and catalysts are C=1C=CC(=CC1)/C=C/C(=O)/C=C/C2=CC=CC=C2.C=1C=CC(=CC1)/C=C/C(=O)/C=C/C2=CC=CC=C2.C=1C=CC(=CC1)/C=C/C(=O)/C=C/C2=CC=CC=C2.[Pd].[Pd] (Pd2(dba)3). Run in O1CCOCC1 (dioxane). The product is C(#N)C1=C(C=C(C=C1)N[C@H]1[C@H](CCCC1)NC(OC(C)(C)C)=O)NC=1C=NN(C1)C (tert-butyl (1S,2R)-2-(4-cyano-3-(1-methyl-1H-pyrazol-4-ylamino)phenylamino)cyclohexylcarbamate). The yield is 32.1%. Reaction SMILES: Br[C:2]1[CH:3]=[C:4]([NH:10][C@@H:11]2[CH2:16][CH2:15][CH2:14][CH2:13][C@@H:12]2[NH:17][C:18](=[O:24])[O:19][C:20]([CH3:23])([CH3:22])[CH3:21])[CH:5]=[CH:6][C:7]=1[C:8]#[N:9].Cl.Cl.[CH3:27][N:28]1[CH:32]=[C:31]([NH2:33])[CH:30]=[N:29]1.O.O.O.[O-]C1C=CC=CC=1.[Na+].CC1(C)C2C(=C(P(C3C=CC=CC=3)C3C=CC=CC=3)C=CC=2)OC2C(P(C3C=CC=CC=3)C3C=CC=CC=3)=CC=CC1=2>O1CCOCC1.C1C=CC(/C=C/C(/C=C/C2C=CC=CC=2)=O)=CC=1.C1C=CC(/C=C/C(/C=C/C2C=CC=CC=2)=O)=CC=1.C1C=CC(/C=C/C(/C=C/C2C=CC=CC=2)=O)=CC=1.[Pd].[Pd]>[C:8]([C:7]1[CH:6]=[CH:5][C:4]([NH:10][C@@H:11]2[CH2:16][CH2:15][CH2:14][CH2:13][C@@H:12]2[NH:17][C:18](=[O:24])[O:19][C:20]([CH3:23])([CH3:22])[CH3:21])=[CH:3][C:2]=1[NH:33][C:31]1[CH:30]=[N:29][N:28]([CH3:27])[CH:32]=1)#[N:9] |f:1.2.3,4.5.6.7.8,11.12.13.14.15|. Reported procedure: A mixture of tert-butyl (1S,2R)-2-(3-bromo-4-cyanophenylamino)cyclohexylcarbamate (150 mg, 0.380 mmol), 1-methyl-1H-pyrazol-4-amine dihydrochloride (80 mg, 0.470 mmol), sodium phenoxide trihydrate (300 mg, 1.76 mmol), xantphos (30 mg, 0.051 mmol) and Pd2(dba)3 (30 mg, 0.032 mmol) in dioxane (3 mL) was degassed with Ar, then was heated at 170 C for 30 min by microwave. It was concentrated in vacuo. The residue was purified by HPLC to give tert-butyl (1S,2R)-2-(4-cyano-3-(1-methyl-1H-pyrazol-4-yla...